The task is: describe an organic reaction: reactants, conditions, products, and yield. This data is from the Open Reaction Database (ORD), a public repository of structured organic reaction records. Reactants: C(C=C)[C@@]1(C(N([C@@H]([C@H](C1)C1=CC(=CC=C1)Cl)C1=CC=C(C=C1)Cl)[C@H](C(=O)NS(=O)(=O)C1CC1)CC)=O)C ((S)-2-((3S,5R,6S)-3-allyl-5-(3-chlorophenyl)-6-(4-chlorophenyl)-3-methyl-2-oxopiperidin-1-yl)-N-(cyclopropylsulfonyl)butanamide), C([O-])([O-])=O.[K+].[K+] (potassium carbonate), IC (iodomethane), IC (iodomethane), C([O-])([O-])=O.[K+].[K+] (potassium carbonate). The solvent is CN(C)C=O (DMF). Run at time 1 hour. Yields the product C(C=C)[C@@]1(C(N([C@@H]([C@H](C1)C1=CC(=CC=C1)Cl)C1=CC=C(C=C1)Cl)[C@H](C(=O)N(C)S(=O)(=O)C1CC1)CC)=O)C ((S)-2-((3S,5R,6S)-3-allyl-5-(3-chlorophenyl)-6-(4-chlorophenyl)-3-methyl-2-oxopiperidin-1-yl)-N-(cyclopropylsulfonyl)-N-methylbutanamide). As a reaction SMILES: [CH2:1]([C@@:4]1([CH3:37])[CH2:9][C@H:8]([C:10]2[CH:15]=[CH:14][CH:13]=[C:12]([Cl:16])[CH:11]=2)[C@@H:7]([C:17]2[CH:22]=[CH:21][C:20]([Cl:23])=[CH:19][CH:18]=2)[N:6]([C@@H:24]([CH2:34][CH3:35])[C:25]([NH:27][S:28]([CH:31]2[CH2:33][CH2:32]2)(=[O:30])=[O:29])=[O:26])[C:5]1=[O:36])[CH:2]=[CH2:3].[C:38](=O)([O-])[O-].[K+].[K+].IC>CN(C=O)C>[CH2:1]([C@@:4]1([CH3:37])[CH2:9][C@H:8]([C:10]2[CH:15]=[CH:14][CH:13]=[C:12]([Cl:16])[CH:11]=2)[C@@H:7]([C:17]2[CH:22]=[CH:21][C:20]([Cl:23])=[CH:19][CH:18]=2)[N:6]([C@@H:24]([CH2:34][CH3:35])[C:25]([N:27]([S:28]([CH:31]2[CH2:33][CH2:32]2)(=[O:30])=[O:29])[CH3:38])=[O:26])[C:5]1=[O:36])[CH:2]=[CH2:3] |f:1.2.3|. Reported procedure: To a stirred solution of (S)-2-((3S,5R,6S)-3-allyl-5-(3-chlorophenyl)-6-(4-chlorophenyl)-3-methyl-2-oxopiperidin-1-yl)-N-(cyclopropylsulfonyl)butanamide (8 mg, 0.014 mmol; Example 177, Step B) in DMF (1.0 mL) was added potassium carbonate (2.9 mg, 0.021 mmol) and iodomethane (1.1 μL, 0.017 mmol) at rt. The reaction was stirred for 1 hour. After this time more iodomethane (1.1 μL, 0.017 mmol) and potassium carbonate (2.9 mg, 0.021 mmol) was added and the reaction was stirred at rt for 60 hours. A... Starting materials: C(C)(C)[Mg]Cl (Isopropylmagnesium chloride), C1CCOC1 (THF), CC1(OC[C@@H](O1)CN1N=CC(=C1)I)C (1-{[(4S)-2,2-dimethyl-1,3-dioxolan-4-yl]methyl}-4-iodo-1H-pyrazole), CC1(OC[C@@H](O1)CN1N=CC(=C1)I)C (1-{[(4S)-2,2-dimethyl-1,3-dioxolan-4-yl]methyl}-4-iodo-1H-pyrazole), C1CCOC1 (THF), COB1OC(C(O1)(C)C)(C)C (2-Methoxy-4,4,5,5-tetramethyl-1,3,2-dioxaborolane). Reaction conditions: time 10 minute. The product is CC1(OC[C@@H](O1)CN1N=CC(=C1)B1OC(C(O1)(C)C)(C)C)C (1-{[(4S)-2,2-Dimethyl-1,3-dioxolan-4-yl]methyl}-4-(4,4,5,5-tetramethyl-1,3,2-dioxaborolan-2-yl)-1H-pyrazole). Isolated yield 52.6%. RXN SMILES: C([Mg]Cl)(C)C.C1COCC1.[CH3:11][C:12]1([CH3:24])[O:16][C@@H:15]([CH2:17][N:18]2[CH:22]=[C:21](I)[CH:20]=[N:19]2)[CH2:14][O:13]1.CO[B:27]1[O:31][C:30]([CH3:33])([CH3:32])[C:29]([CH3:35])([CH3:34])[O:28]1>>[CH3:11][C:12]1([CH3:24])[O:16][C@@H:15]([CH2:17][N:18]2[CH:22]=[C:21]([B:27]3[O:31][C:30]([CH3:33])([CH3:32])[C:29]([CH3:35])([CH3:34])[O:28]3)[CH:20]=[N:19]2)[CH2:14][O:13]1. Procedure details: Isopropylmagnesium chloride in THF (2.0 M, 6.91 mL, 13.82 mmol) was added to a solution of 1-{[(4S)-2,2-dimethyl-1,3-dioxolan-4-yl]methyl}-4-iodo-1H-pyrazole (Compound 5F, 2.13 g, 6.91 mmol) in THF (60 mL, 800 mmol) at rt. After 10 minutes, the mixture was treated with 2-Methoxy-4,4,5,5-tetramethyl-1,3,2-dioxaborolane (3.40 mL, 20.74 mmol) and stirred for an additional 20 minutes at rt. The reaction was then quenched with sat. NH4Cl and the mixture was concentrated in vacuo to a solid. The crude... As a reaction SMILES: [CH2:1]([c:2]1[cH:3][cH:4][cH:5][cH:6][cH:7]1)[n:8]1[n:9][c:10]([CH:13]2[O:14][CH:15]([n:20]3[c:21]4[n:22][c:23]([Cl:44])[n:24][c:25]([NH:29][CH2:30][CH:31]([c:32]5[cH:33][cH:34][cH:35][cH:36][cH:37]5)[c:38]5[cH:39][cH:40][cH:41][cH:42][cH:43]5)[c:26]4[n:27][cH:28]3)[CH:16]([OH:19])[CH:17]2[OH:18])[n:11][n:12]1.[NH2:45][CH2:46][CH:47]([c:48]1[cH:49][cH:50][c:51]([OH:54])[cH:52][cH:53]1)[c:55]1[cH:56][cH:57][c:58]([OH:61])[cH:59][cH:60]1>>[CH2:1]([c:2]1[cH:3][cH:4][cH:5][cH:6][cH:7]1)[n:8]1[n:9][c:10]([CH:13]2[O:14][CH:15]([n:20]3[c:21]4[n:22][c:23]([Cl:44])[n:24][c:25]([NH:45][CH2:46][CH:47]([c:48]5[cH:49][cH:50][c:51]([OH:54])[cH:52][cH:53]5)[c:55]5[cH:56][cH:57][c:58]([OH:61])[cH:59][cH:60]5)[c:26]4[n:27][cH:28]3)[CH:16]([OH:19])[CH:17]2[OH:18])[n:11][n:12]1. Product: Oc1ccc(C(CNc2nc(Cl)nc3c2ncn3C2OC(c3nnn(Cc4ccccc4)n3)C(O)C2O)c2ccc(O)cc2)cc1. Reactants: OC1C(c2nnn(Cc3ccccc3)n2)OC(n2cnc3c(NCC(c4ccccc4)c4ccccc4)nc(Cl)nc32)C1O, NCC(c1ccc(O)cc1)c1ccc(O)cc1. Reactants: C(C)(=O)NC1=NNC=2N(C(N(C(C21)=O)CCC)=O)CCCC (3-Acetylamino-7-butyl-5-propylpyrazolo[3,4-d]pyrimidine-4,6(5H,7H)-dione), [OH-].[Na+] (sodium hydroxide), Cl (HCl). Solvent: C(C)O (ethanol), O (water). Yields the product NC1=NNC=2N(C(N(C(C21)=O)CCC)=O)CCCC (3-Amino-7-butyl-5-propylpyrazolo[3,4-d]pyrimidine-4,6-(5H,7H)-dione). Yield: 92.7%. As a reaction SMILES: C([NH:4][C:5]1[C:13]2[C:12](=[O:14])[N:11]([CH2:15][CH2:16][CH3:17])[C:10](=[O:18])[N:9]([CH2:19][CH2:20][CH2:21][CH3:22])[C:8]=2[NH:7][N:6]=1)(=O)C.[OH-].[Na+].Cl>C(O)C.O>[NH2:4][C:5]1[C:13]2[C:12](=[O:14])[N:11]([CH2:15][CH2:16][CH3:17])[C:10](=[O:18])[N:9]([CH2:19][CH2:20][CH2:21][CH3:22])[C:8]=2[NH:7][N:6]=1 |f:1.2|. Procedure: 3-Acetylamino-7-butyl-5-propylpyrazolo[3,4-d]pyrimidine-4,6(5H,7H)-dione(10 g) was heated under reflux for 5 hours in 80% ethanol(100 ml) containing sodium hydroxide (2 g). The reaction mixture was concentrated to give crystals. The crystals were suspended in water(100 ml), to which was added 6N-HCl to make it weakly acid to afford colorless crystals(8 g,93%),m.p. 209°-211° C. The reactants are CN(C)c1cccc2cccc(N(C)C)c12, CC(Cl)OC(=O)Cl, ClCCCl, Cc1ccccc1-c1cc(N2CCN(C)CC2)ncc1N(C)C(=O)C(C)(C)c1cc(C(F)(F)F)cc(C(F)(F)F)c1. Yields the product Cc1ccccc1-c1cc(N2CCNCC2)ncc1N(C)C(=O)C(C)(C)c1cc(C(F)(F)F)cc(C(F)(F)F)c1. RXN SMILES: [CH3:42][N:43]([CH3:44])[c:45]1[c:46]2[c:47]([cH:48][cH:49][cH:50][c:51]2[N:52]([CH3:53])[CH3:54])[cH:55][cH:56][cH:57]1.[Cl:58][C:59]([O:60][CH:61]([Cl:62])[CH3:63])=[O:64].[Cl:65][CH2:66][CH2:67][Cl:68].[F:1][C:2]([c:3]1[cH:4][c:5]([C:13]([C:14](=[O:15])[N:16]([c:17]2[cH:18][n:19][c:20]([N:30]3[CH2:31][CH2:32][N:33]([CH3:36])[CH2:34][CH2:35]3)[cH:21][c:22]2-[c:23]2[c:24]([CH3:29])[cH:25][cH:26][cH:27][cH:28]2)[CH3:37])([CH3:38])[CH3:39])[cH:6][c:7]([C:9]([F:10])([F:11])[F:12])[cH:8]1)([F:40])[F:41]>>[F:1][C:2]([c:3]1[cH:4][c:5]([C:13]([C:14](=[O:15])[N:16]([c:17]2[cH:18][n:19][c:20]([N:30]3[CH2:31][CH2:32][NH:33][CH2:34][CH2:35]3)[cH:21][c:22]2-[c:23]2[c:24]([CH3:29])[cH:25][cH:26][cH:27][cH:28]2)[CH3:37])([CH3:38])[CH3:39])[cH:6][c:7]([C:9]([F:10])([F:11])[F:12])[cH:8]1)([F:40])[F:41]. Reactants: COC(=O)C(C)(C)COc1ccc(Br)cc1C1NC(=O)CC(c2cccc(Cl)c2)C12C(=O)Nc1cc(Cl)ccc12, CO, [Na+], [OH-], O. The product is CC(C)(COc1ccc(Br)cc1C1NC(=O)CC(c2cccc(Cl)c2)C12C(=O)Nc1cc(Cl)ccc12)C(=O)O. Reaction SMILES: [Br:1][c:2]1[cH:3][cH:4][c:5]([O:32][CH2:33][C:34]([CH3:35])([CH3:36])[C:37](=[O:38])[O:39][CH3:40])[c:6]([CH:8]2[NH:9][C:10](=[O:31])[CH2:11][CH:12]([c:24]3[cH:25][c:26]([Cl:30])[cH:27][cH:28][cH:29]3)[C:13]23[C:14](=[O:23])[NH:15][c:16]2[cH:17][c:18]([Cl:22])[cH:19][cH:20][c:21]23)[cH:7]1.[CH3:43][OH:44].[Na+:42].[OH-:41].[OH2:45]>>[Br:1][c:2]1[cH:3][cH:4][c:5]([O:32][CH2:33][C:34]([CH3:35])([CH3:36])[C:37](=[O:38])[OH:39])[c:6]([CH:8]2[NH:9][C:10](=[O:31])[CH2:11][CH:12]([c:24]3[cH:25][c:26]([Cl:30])[cH:27][cH:28][cH:29]3)[C:13]23[C:14](=[O:23])[NH:15][c:16]2[cH:17][c:18]([Cl:22])[cH:19][cH:20][c:21]23)[cH:7]1. The reactants are BrC1=CC=2C3(C4=CC(=CC=C4OC2C=C1)I)N=C(OC3)N (2′-bromo-7′-iodo-5H-spiro[oxazole-4,9′-xanthen]-2-amine), N1=CN=CC(=C1)B(O)O (pyrimidin-5-ylboronic acid), C([O-])([O-])=O.[Na+].[Na+] (Sodium carbonate). The reagents and catalysts are C=1C=CC(=CC1)[P](C=2C=CC=CC2)(C=3C=CC=CC3)[Pd]([P](C=4C=CC=CC4)(C=5C=CC=CC5)C=6C=CC=CC6)([P](C=7C=CC=CC7)(C=8C=CC=CC8)C=9C=CC=CC9)[P](C=1C=CC=CC1)(C=1C=CC=CC1)C=1C=CC=CC1 (tetrakis(triphenylphosphine)palladium). Solvent: COCCOC (DME). Conditions: temperature 65 celsius, time 16 hour. Product: BrC1=CC=2C3(C4=CC(=CC=C4OC2C=C1)C=1C=NC=NC1)N=C(OC3)N (2′-bromo-7′-(pyrimidin-5-yl)-5H-spiro[oxazole-4,9′-xanthen]-2-amine). As a reaction SMILES: [Br:1][C:2]1[CH:15]=[CH:14][C:13]2[O:12][C:11]3[C:6](=[CH:7][C:8](I)=[CH:9][CH:10]=3)[C:5]3([CH2:20][O:19][C:18]([NH2:21])=[N:17]3)[C:4]=2[CH:3]=1.[N:22]1[CH:27]=[C:26](B(O)O)[CH:25]=[N:24][CH:23]=1.C(=O)([O-])[O-].[Na+].[Na+]>C1C=CC([P]([Pd]([P](C2C=CC=CC=2)(C2C=CC=CC=2)C2C=CC=CC=2)([P](C2C=CC=CC=2)(C2C=CC=CC=2)C2C=CC=CC=2)[P](C2C=CC=CC=2)(C2C=CC=CC=2)C2C=CC=CC=2)(C2C=CC=CC=2)C2C=CC=CC=2)=CC=1.COCCOC>[Br:1][C:2]1[CH:15]=[CH:14][C:13]2[O:12][C:11]3[C:6](=[CH:7][C:8]([C:26]4[CH:27]=[N:22][CH:23]=[N:24][CH:25]=4)=[CH:9][CH:10]=3)[C:5]3([CH2:20][O:19][C:18]([NH2:21])=[N:17]3)[C:4]=2[CH:3]=1 |f:2.3.4,^1:40,42,61,80|. Procedure details: 50 ml Flask was charged with 2′-bromo-7′-iodo-5H-spiro[oxazole-4,9′-xanthen]-2-amine (1.000 g, 2.188 mmol), pyrimidin-5-ylboronic acid (0.380 g, 3.06 mmol), tetrakis(triphenylphosphine)palladium (0.126 g, 0.109 mmol) and DME (10 mL). Sodium carbonate (3.28 mL, 6.56 mmol) was added and the reaction mixture was stirred at 65° C. for 16 hrs. The brown mixture with precipitate was filtered and the solids were washed with DME (3 ml), water (5 ml) and methanol (5 ml), dried on air. The material was tr...